From a dataset of the Open Reaction Database (ORD), a public repository of structured organic reaction records. describe an organic reaction: reactants, conditions, products, and yield Starting materials: [BH3-]C#N, CCCN(CCC)CCCCNC(=S)Nc1ccc(CNCc2ncc[nH]2)cc1, Cn1ccnc1C=O, CC(=O)O, CO, [Na+]. The product is CCCN(CCC)CCCCNC(=S)Nc1ccc(CN(Cc2ncc[nH]2)Cc2nccn2C)cc1. Reaction SMILES: [C:38]([BH3-:39])#[N:40].[CH2:1]([CH2:2][CH3:3])[N:4]([CH2:5][CH2:6][CH2:7][CH2:8][NH:9][C:10](=[S:11])[NH:12][c:13]1[cH:14][cH:15][c:16]([CH2:19][NH:20][CH2:21][c:22]2[nH:23][cH:24][cH:25][n:26]2)[cH:17][cH:18]1)[CH2:27][CH2:28][CH3:29].[CH3:30][n:31]1[c:32]([CH:36]=[O:37])[n:33][cH:34][cH:35]1.[CH3:42][C:43](=[O:44])[OH:45].[CH3:46][OH:47].[Na+:41]>>[CH2:1]([CH2:2][CH3:3])[N:4]([CH2:5][CH2:6][CH2:7][CH2:8][NH:9][C:10](=[S:11])[NH:12][c:13]1[cH:14][cH:15][c:16]([CH2:19][N:20]([CH2:21][c:22]2[n:23][cH:24][cH:25][nH:26]2)[CH2:36][c:32]2[n:31]([CH3:30])[cH:35][cH:34][n:33]2)[cH:17][cH:18]1)[CH2:27][CH2:28][CH3:29].